This data is from the Open Reaction Database (ORD), a public repository of structured organic reaction records. The task is: describe an organic reaction: reactants, conditions, products, and yield Reactants: CC(C)(C)c1nc(O)cc(C2CC2)n1, Cc1ccccc1, CN(C)C=O, O=P(Cl)(Cl)Cl. The product is CC(C)(C)c1nc(Cl)cc(C2CC2)n1. RXN SMILES: [C:1]([CH3:2])([CH3:3])([CH3:4])[c:5]1[n:6][c:7]([CH:12]2[CH2:13][CH2:14]2)[cH:8][c:9]([OH:11])[n:10]1.[CH3:20][c:21]1[cH:22][cH:23][cH:24][cH:25][cH:26]1.[CH3:27][N:28]([CH3:29])[CH:30]=[O:31].[P:15]([Cl:16])([Cl:17])([Cl:18])=[O:19]>>[C:1]([CH3:2])([CH3:3])([CH3:4])[c:5]1[n:6][c:7]([CH:12]2[CH2:13][CH2:14]2)[cH:8][c:9]([Cl:17])[n:10]1. Reactants: [Si](C)(C)(C(C)(C)C)OCC1=CC=C(S1)C(C(=O)OC)CN1C(C2=CC=CC=C2C1=O)=O (methyl 2-(5-((tert-butyldimethylsilyloxy)methyl)thiophen-2-yl)-3-(1,3-dioxoisoindolin-2-yl)propanoate), [Li+].[OH-] (LiOH), O (H2O), EtOAc NH4Cl(sat). The solvent is C1CCOC1.O (THF H2O). Reaction conditions: time 1.5 hour. The product is C(C1=CC=CC=C1)(=O)O (benzoic acid). As a reaction SMILES: [Si](OCC1SC(C(CN2[C:29](=[O:30])[C:28]3[C:23](=[CH:24][CH:25]=[CH:26][CH:27]=3)C2=O)C(OC)=O)=CC=1)(C(C)(C)C)(C)C.[Li+].[OH-:33].O>C1COCC1.O>[C:29]([OH:30])(=[O:33])[C:28]1[CH:23]=[CH:24][CH:25]=[CH:26][CH:27]=1 |f:1.2,4.5|. Procedure details: To methyl 2-(5-((tert-butyldimethylsilyloxy)methyl)thiophen-2-yl)-3-(1,3-dioxoisoindolin-2-yl)propanoate (E233) in THF/H2O was added LiOH*H2O, and the solution was stirred for 1.5 h or until complete conversion to product was visible by LC-MS. The solution was then poured into EtOAc/NH4Cl(sat)/1 N HCl (3:1) and the aqueous layer was further extracted with EtOAc. The organics were dried (Na2SO4), filtered, evaporated, and dried to give crude 2-(2-(5-(tert-butyldimethylsilyloxy)methyl)thiophen-2-y... Starting materials: FC1=C(C=C2NC(C(NC2=C1)=O)=O)[N+](=O)[O-] (7-fluoro-6-nitro-1,4-dihydroquinoxaline-2,3-dione), OC1=C(C=NC=C1)[N+](=O)[O-] (4-hydroxy-3-nitropyridine), [OH-].[K+] (potassium hydroxide). Run in CS(=O)C (dimethylsulfoxide). The product is [N+](=O)([O-])C=1C=C2NC(C(NC2=CC1N1C=C(C(C=C1)=O)[N+](=O)[O-])=O)=O (6-Nitro-7-(3-nitro-4-oxo-4H-pyridin-1-yl-)-1,4-dihydroquinoxaline-2,3-dione). Yield: 64.7%. As a reaction SMILES: F[C:2]1[CH:11]=[C:10]2[C:5]([NH:6][C:7](=[O:13])[C:8](=[O:12])[NH:9]2)=[CH:4][C:3]=1[N+:14]([O-:16])=[O:15].[OH:17][C:18]1[CH:23]=[CH:22][N:21]=[CH:20][C:19]=1[N+:24]([O-:26])=[O:25].[OH-].[K+]>CS(C)=O>[N+:14]([C:3]1[CH:4]=[C:5]2[C:10](=[CH:11][C:2]=1[N:21]1[CH:22]=[CH:23][C:18](=[O:17])[C:19]([N+:24]([O-:26])=[O:25])=[CH:20]1)[NH:9][C:8](=[O:12])[C:7](=[O:13])[NH:6]2)([O-:16])=[O:15] |f:2.3|. Procedure: First, 677 mg of 7-fluoro-6-nitro-1,4-dihydroquinoxaline-2,3-dione, 840 mg of 4-hydroxy-3-nitropyridine, 403 mg of powdered potassium hydroxide were added to 6 ml of dry dimethylsulfoxide. The mixture was allowed to react at 130° C. for 2 hours in a nitrogen atmosphere. The subsequent processes were conducted in the same way as in Example 2. The resultant precipitate was recrystallized with dimethylformaldehyde and water, giving 672 mg of red crystals of 6-nitro-7-(3-nitro-4-oxo-4H-pyridin-1-yl)... Starting materials: ClCCl, CC(C)(C)OC(=O)N1C(Cc2ccc(C(=O)N3CCN(Cc4ccccn4)CC3)cc2)CCC1C(O)c1ccccc1, O=C(O)C(F)(F)F. Yields the product O=C(c1ccc(CC2CCC(C(O)c3ccccc3)N2)cc1)N1CCN(Cc2ccccn2)CC1. RXN SMILES: [Cl:50][CH2:51][Cl:52].[OH:1][CH:2]([CH:3]1[N:4]([C:30]([O:31][C:32]([CH3:33])([CH3:34])[CH3:35])=[O:36])[CH:5]([CH2:8][c:9]2[cH:10][cH:11][c:12]([C:15](=[O:16])[N:17]3[CH2:18][CH2:19][N:20]([CH2:23][c:24]4[n:25][cH:26][cH:27][cH:28][cH:29]4)[CH2:21][CH2:22]3)[cH:13][cH:14]2)[CH2:6][CH2:7]1)[c:37]1[cH:38][cH:39][cH:40][cH:41][cH:42]1.[OH:43][C:44]([C:45]([F:46])([F:47])[F:48])=[O:49]>>[OH:1][CH:2]([CH:3]1[NH:4][CH:5]([CH2:8][c:9]2[cH:10][cH:11][c:12]([C:15](=[O:16])[N:17]3[CH2:18][CH2:19][N:20]([CH2:23][c:24]4[n:25][cH:26][cH:27][cH:28][cH:29]4)[CH2:21][CH2:22]3)[cH:13][cH:14]2)[CH2:6][CH2:7]1)[c:37]1[cH:38][cH:39][cH:40][cH:41][cH:42]1. The reactants are N1(C=NC=C1)CCCCCCCCN (1H-imidazole-1-octanamine), O (water), ClC1=NC=C(C(=O)O)C=C1 (6-chloronicotinic acid), C(=O)(N1C=NC=C1)N1C=NC=C1 (1,1'-carbonyldiimidazole). The solvent is O1CCCC1 (tetrahydrofuran), C(C)OCC (diethyl ether). Reaction conditions: time 3 hour. The product is ClC1=CC=C(C=N1)C(=O)NCCCCCCCCN1C=NC=C1 (6-Chloro-N-[8-(1H-imidazol-1-yl)octyl]-3-pyridinecarboxamide). Reaction SMILES: [Cl:1][C:2]1[CH:10]=[CH:9][C:5]([C:6]([OH:8])=O)=[CH:4][N:3]=1.C(N1C=CN=C1)(N1C=CN=C1)=O.[N:23]1([CH2:28][CH2:29][CH2:30][CH2:31][CH2:32][CH2:33][CH2:34][CH2:35][NH2:36])[CH:27]=[CH:26][N:25]=[CH:24]1.O>O1CCCC1.C(OCC)C>[Cl:1][C:2]1[N:3]=[CH:4][C:5]([C:6]([NH:36][CH2:35][CH2:34][CH2:33][CH2:32][CH2:31][CH2:30][CH2:29][CH2:28][N:23]2[CH:27]=[CH:26][N:25]=[CH:24]2)=[O:8])=[CH:9][CH:10]=1. Reported procedure: A mixture of 1.58 g of 6-chloronicotinic acid and 1.62 g of 1,1'-carbonyldiimidazole in 30 ml of tetrahydrofuran was stirred at room temperature for 3 hours. Then 1.95 g of 1H-imidazole-1-octanamine was added and the mixture was stirred at room temperature for 16 hours. The mixture was heated at reflux for 5 hours, 10 ml of water was added and heating was continued for one hour longer. The mixture was concentrated to remove tetrahydrofuran. Then 5 ml of 1N sodium hydroxide and dichloromethane wa... The reactants are OC=1C=C(C=CC1)N1CCN(CC1)C(=O)OC(C)(C)C (1,1-dimethylethyl 4-(3-hydroxyphenyl)-1-piperazinecarboxylate), IC(C)C (2-iodopropane). The product is CC(C)OC=1C=C(C=CC1)N1CCNCC1 (1-[3-(1-Methylethoxy)phenyl]piperazine). Reaction SMILES: [OH:1][C:2]1[CH:3]=[C:4]([N:8]2[CH2:13][CH2:12][N:11](C(OC(C)(C)C)=O)[CH2:10][CH2:9]2)[CH:5]=[CH:6][CH:7]=1.I[CH:22]([CH3:24])[CH3:23]>>[CH3:23][CH:22]([O:1][C:2]1[CH:3]=[C:4]([N:8]2[CH2:9][CH2:10][NH:11][CH2:12][CH2:13]2)[CH:5]=[CH:6][CH:7]=1)[CH3:24]. Procedure: Prepared from 1,1-dimethylethyl 4-(3-hydroxyphenyl)-1-piperazinecarboxylate (Description 21) and 2-iodopropane according to the method of Description 22. 1H NMR (250 MHz, CDCl3) δ1.34 (6H, d, J 6 Hz), 3.63-3.78 (8H, m), 4.51-4.60 (1H, m), 6.78-6.84 (2H, m), and 7.30-7.37 (1H, m). Starting materials: Br, O=C([O-])O, CC1=NN(c2ccc3c(c2)CCC3)C(=O)C1, CCO, Cl, O=N[O-], Cc1cc(N)c(O)c(-c2ccc(C(=O)O)o2)c1, [Na+], [Na+]. Product: CC1=NN(c2ccc3c(c2)CCC3)C(=O)C1=NNc1cc(C)cc(-c2ccc(C(=O)O)o2)c1O. As a reaction SMILES: [BrH:1].[C:39](=[O:40])([OH:41])[O-:42].[CH2:23]1[CH2:24][CH2:25][c:26]2[cH:27][c:28]([N:32]3[N:33]=[C:34]([CH3:38])[CH2:35][C:36]3=[O:37])[cH:29][cH:30][c:31]21.[CH3:45][CH2:46][OH:47].[ClH:44].[N:19]([O-:20])=[O:21].[NH2:2][c:3]1[c:4]([OH:18])[c:5](-[c:10]2[cH:11][cH:12][c:13]([C:15](=[O:16])[OH:17])[o:14]2)[cH:6][c:7]([CH3:9])[cH:8]1.[Na+:22].[Na+:43]>>[NH:2]([c:3]1[c:4]([OH:18])[c:5](-[c:10]2[cH:11][cH:12][c:13]([C:15](=[O:16])[OH:17])[o:14]2)[cH:6][c:7]([CH3:9])[cH:8]1)[N:19]=[C:35]1[C:34]([CH3:38])=[N:33][N:32]([c:28]2[cH:27][c:26]3[c:31]([cH:30][cH:29]2)[CH2:23][CH2:24][CH2:25]3)[C:36]1=[O:37]. The reactants are C(C1=CC=CC=C1)OC(=O)N1CCC(CC1)C(CS(=O)(=O)Cl)C(=O)OC(C)(C)C (4-(1-tert-butoxycarbonyl-2-chlorosulfonyl-ethyl)-piperidine-1-carboxylic acid benzyl ester), ClC(COC(=O)N1C2=CC=CC=C2C=2CCN(CC12)C(=O)OC(C)(C)C)(Cl)Cl (3,4-dihydro-1H-β-carboline-2,9-dicarboxylic acid 2-tert-butyl ester 9-(2,2,2-trichloro-ethyl) ester). The solvent is CCCCCCC.C(C)(=O)OCC (heptane ethyl acetate). Yields the product ClC(COC(=O)N1C2=CC=CC=C2C=2CCN(CC12)S(=O)(=O)CC(C(=O)OC(C)(C)C)C1CCN(CC1)C(=O)OCC1=CC=CC=C1)(Cl)Cl (2-[2-(1-Benzyloxycarbonyl-piperidin-4-yl)-2-tert-butoxy carbonyl-ethanesulfonyl]-1,2,3,4-tetrahydro-β-carboline-9-carboxylic Acid 2,2,2-Trichloro-ethyl Ester). The yield is 71.9%. As a reaction SMILES: [CH2:1]([O:8][C:9]([N:11]1[CH2:16][CH2:15][CH:14]([CH:17]([C:23]([O:25][C:26]([CH3:29])([CH3:28])[CH3:27])=[O:24])[CH2:18][S:19](Cl)(=[O:21])=[O:20])[CH2:13][CH2:12]1)=[O:10])[C:2]1[CH:7]=[CH:6][CH:5]=[CH:4][CH:3]=1.[Cl:30][C:31]([Cl:57])([Cl:56])[CH2:32][O:33][C:34]([N:36]1[C:48]2[CH2:47][N:46](C(OC(C)(C)C)=O)[CH2:45][CH2:44][C:43]=2[C:42]2[C:37]1=[CH:38][CH:39]=[CH:40][CH:41]=2)=[O:35]>CCCCCCC.C(OCC)(=O)C>[Cl:57][C:31]([Cl:30])([Cl:56])[CH2:32][O:33][C:34]([N:36]1[C:48]2[CH2:47][N:46]([S:19]([CH2:18][CH:17]([CH:14]3[CH2:15][CH2:16][N:11]([C:9]([O:8][CH2:1][C:2]4[CH:7]=[CH:6][CH:5]=[CH:4][CH:3]=4)=[O:10])[CH2:12][CH2:13]3)[C:23]([O:25][C:26]([CH3:29])([CH3:28])[CH3:27])=[O:24])(=[O:21])=[O:20])[CH2:45][CH2:44][C:43]=2[C:42]2[C:37]1=[CH:38][CH:39]=[CH:40][CH:41]=2)=[O:35] |f:2.3|. Procedure: Prepared from 4-(1-tert-butoxycarbonyl-2-chlorosulfonyl-ethyl)-piperidine-1-carboxylic acid benzyl ester (640 mg) and 3,4-dihydro-1H-β-carboline-2,9-dicarboxylic acid 2-tert-butyl ester 9-(2,2,2-trichloro-ethyl) ester (500 mg) to give, after chromatography (SiO2, 2:1 heptane-ethyl acetate), the title compound (608 mg, 61%) as a white solid. The reactants are FC(C(=O)C(C#N)C1=CC=CC=C1)(F)F (α-(trifluoroacetyl)phenylacetonitrile), FC(C1=NOC(=C1C1=CC=CC=C1)N)(F)F (3-trifluoromethyl-4-phenyl-5-aminoisoxazole). Yields the product FC(C1=C(C(=NO1)N)C1=CC=CC=C1)(F)F (5-Trifluoromethyl-4-phenyl-3-aminoisoxazole). Isolated yield 83.2%. As a reaction SMILES: [F:1][C:2]([F:15])([F:14])[C:3]([CH:5]([C:8]1[CH:13]=[CH:12][CH:11]=[CH:10][CH:9]=1)[C:6]#[N:7])=[O:4].FC(F)(F)C1C(C2C=CC=CC=2)=C(N)O[N:19]=1>>[F:1][C:2]([F:14])([F:15])[C:3]1[O:4][N:7]=[C:6]([NH2:19])[C:5]=1[C:8]1[CH:13]=[CH:12][CH:11]=[CH:10][CH:9]=1. Procedure details: A crude product was obtained according to the same procedure as described in Example 1 except that α-(trifluoroacetyl)phenylacetonitrile (23.12 g, 0.10 mole) was used. Crude yield: 3.69 g (16.2%). According to the measurement of NMR, it was found that this compound contained 83.2% of the title compound and 11.8% of 3-trifluoromethyl-4-phenyl-5-aminoisoxazole. The crude product was purified by column chromatography on silica gel as described in Example 1 to give the title compound (3.06 g, 13.4%)... Reactants: C(C)(=O)NC1CCNCC1 (4-acetamidopiperidine), C(C=C)(=O)OCC1=CC=CC=C1 (benzyl acrylate). The solvent is C(C)#N (acetonitrile). Reaction conditions: temperature 40 celsius, time 1 hour. Yields the product C(C)(=O)NC1CCN(CC1)CCC(=O)OCC1=CC=CC=C1 (benzyl 3-(4-acetamidopiperidin-1-yl)propanoate). Isolated yield 97.8%. RXN SMILES: [C:1]([NH:4][CH:5]1[CH2:10][CH2:9][NH:8][CH2:7][CH2:6]1)(=[O:3])[CH3:2].[C:11]([O:15][CH2:16][C:17]1[CH:22]=[CH:21][CH:20]=[CH:19][CH:18]=1)(=[O:14])[CH:12]=[CH2:13]>C(#N)C>[C:1]([NH:4][CH:5]1[CH2:10][CH2:9][N:8]([CH2:13][CH2:12][C:11]([O:15][CH2:16][C:17]2[CH:22]=[CH:21][CH:20]=[CH:19][CH:18]=2)=[O:14])[CH2:7][CH2:6]1)(=[O:3])[CH3:2]. Reported procedure: A stirred mixture of 4-acetamidopiperidine (1.82 g, 12.8 mmol) and benzyl acrylate (2.57 g, 15.4 mmol) in acetonitrile (50 mL) was stirred overnight under nitrogen and at 40° C. for 1 h. The mixture was evaporated to dryness and the residue was purified by silica gel chromatograph eluting with a gradient of 0% to 30% dichloromethane/methanol/NH4OH (10:1:0.1) and dichloromethane to give benzyl 3-(4-acetamidopiperidin-1-yl)propanoate as an oil (3.81 g, 98%).